Dataset: the Open Reaction Database (ORD), a public repository of structured organic reaction records. Task: describe an organic reaction: reactants, conditions, products, and yield The reactants are O(C1=CC=CC=C1)CCCCCCC(=O)C=1OC(=NN1)COCC1=CC=CC=C1 (7-(Phenoxy)-1-(5-benzyloxymethyl-1,3,4-oxadiazol-2-yl)-heptan-1-one), C1=CCC=CC1 (1,4-cyclohexadiene). Run at time 2 hour. Isolated yield 25.0%. The reagents and catalysts are [Pd] (Pd/C). Solvent: CC(=O)O.CO (AcOH MeOH). Procedure: To a stirred suspension of 73.1 (80 mg, 0.2 mmol) and Pd/C (160 mg) in AcOH/MeOH (1:10 mixture, 5 mL) at 45° C. was added 1,4-cyclohexadiene (304 mg, 4 mmol) over a period of 30 min. The mixture was stirred for an additional 2 h at the same temperature. The catalyst was removed by filtration through celite and the filtrate was evaporated under reduced pressure. The residue was purified through a column of silica, eluting with 45% ethyl acetate in petroleum ether to give 74.1 as a white solid (m ... Reaction SMILES: [O:1]([CH2:8][CH2:9][CH2:10][CH2:11][CH2:12][CH2:13][C:14]([C:16]1[O:17][C:18]([CH2:21][O:22]CC2C=CC=CC=2)=[N:19][N:20]=1)=[O:15])[C:2]1[CH:7]=[CH:6][CH:5]=[CH:4][CH:3]=1.C1CC=CCC=1>CC(O)=O.CO.[Pd]>[OH:22][CH2:21][C:18]1[O:17][C:16]([C:14](=[O:15])[CH2:13][CH2:12][CH2:11][CH2:10][CH2:9][CH2:8][O:1][C:2]2[CH:3]=[CH:4][CH:5]=[CH:6][CH:7]=2)=[N:20][N:19]=1 |f:2.3|. Yields the product OCC1=NN=C(O1)C(CCCCCCOC1=CC=CC=C1)=O (1-(5-hydroxymethyl-1,3,4-oxadiazol-2-yl)-7-phenoxy-heptan-1-one). Starting materials: O=C(Cl)c1ccc(N2CCN(C(=O)c3ccccc3C(F)(F)F)CC2)nn1, Nc1cccnn1. The product is O=C(Nc1cccnn1)c1ccc(N2CCN(C(=O)c3ccccc3C(F)(F)F)CC2)nn1. RXN SMILES: [F:8][C:9]([c:10]1[c:11]([C:12](=[O:13])[N:14]2[CH2:15][CH2:16][N:17]([c:20]3[cH:21][cH:22][c:23]([C:26](=[O:27])[Cl:28])[n:24][n:25]3)[CH2:18][CH2:19]2)[cH:29][cH:30][cH:31][cH:32]1)([F:33])[F:34].[n:1]1[n:2][c:3]([NH2:7])[cH:4][cH:5][cH:6]1>>[n:1]1[n:2][c:3]([NH:7][C:26]([c:23]2[cH:22][cH:21][c:20]([N:17]3[CH2:16][CH2:15][N:14]([C:12]([c:11]4[c:10]([C:9]([F:8])([F:33])[F:34])[cH:32][cH:31][cH:30][cH:29]4)=[O:13])[CH2:19][CH2:18]3)[n:25][n:24]2)=[O:27])[cH:4][cH:5][cH:6]1. Reactants: COC(=O)COC(=O)COc1ccc([N+](=O)[O-])cc1, CN(C)C=O. Yields the product COC(=O)COC(=O)COc1ccc(N)cc1. Reaction SMILES: [CH3:1][O:2][C:3](=[O:4])[CH2:5][O:6][C:7]([CH2:8][O:9][c:10]1[cH:11][cH:12][c:13]([N+:16]([O-:17])=[O:18])[cH:14][cH:15]1)=[O:19].[O:20]=[CH:21][N:22]([CH3:23])[CH3:24]>>[CH3:1][O:2][C:3](=[O:4])[CH2:5][O:6][C:7]([CH2:8][O:9][c:10]1[cH:11][cH:12][c:13]([NH2:16])[cH:14][cH:15]1)=[O:19]. The reactants are C(C)(C)(C)OC(=O)N1C(CNC2(CCCC2)C1)(C)C (8,8-dimethyl-6,9-diaza-spiro[4.5]decane-9-carboxylic acid tert-butyl ester), CC(CN)(CC)N (2-methylbutane 1,2-diamine), CC(C#N)(O)C (acetone cyanohydrin). Yields the product C(C)(C)(C)OC(=O)N1C(CNC(C1)(C)C)(C)CC (2-Ethyl-2,5,5-trimethyl-piperazine-1-carboxylic acid tert-butyl ester). As a reaction SMILES: [C:1]([O:5][C:6]([N:8]1[CH2:17][C:12]2([CH2:16]CC[CH2:13]2)[NH:11][CH2:10][C:9]1([CH3:19])[CH3:18])=[O:7])([CH3:4])([CH3:3])[CH3:2].[CH3:20]C(N)(CC)CN.CC(C)(O)C#N>>[C:1]([O:5][C:6]([N:8]1[CH2:17][C:12]([CH3:13])([CH3:16])[NH:11][CH2:10][C:9]1([CH2:18][CH3:20])[CH3:19])=[O:7])([CH3:2])([CH3:3])[CH3:4]. Procedure details: 2-Ethyl-2,5,5-trimethyl-piperazine-1-carboxylic acid tert-butyl ester was synthesized in analogy to 8,8-dimethyl-6,9-diaza-spiro[4.5]decane-9-carboxylic acid tert-butyl ester starting from 2-methylbutane 1,2-diamine and acetone cyanohydrin. The reactants are FC1=C(CC2CCC=3NC(=CC32)C(=O)OC)C=CC(=C1)F (methyl 4-(2,4-difluorobenzyl)-1,4,5,6-tetrahydrocyclopenta[b]pyrrole-2-carboxylate), [OH-].[Li+] (lithium hydroxide), CO (methanol). Run in C1CCOC1 (THF). Yields the product FC1=C(CC2CCC=3NC(=CC32)C(=O)O)C=CC(=C1)F (4-(2,4-difluorobenzyl)-1,4,5,6-tetrahydrocyclopenta[b]pyrrole-2-carboxylic acid). Reaction SMILES: [F:1][C:2]1[CH:20]=[C:19]([F:21])[CH:18]=[CH:17][C:3]=1[CH2:4][CH:5]1[C:12]2[CH:11]=[C:10]([C:13]([O:15]C)=[O:14])[NH:9][C:8]=2[CH2:7][CH2:6]1.[OH-].[Li+].CO>C1COCC1>[F:1][C:2]1[CH:20]=[C:19]([F:21])[CH:18]=[CH:17][C:3]=1[CH2:4][CH:5]1[C:12]2[CH:11]=[C:10]([C:13]([OH:15])=[O:14])[NH:9][C:8]=2[CH2:7][CH2:6]1 |f:1.2|. Reported procedure: The title compound was synthesized from methyl 4-(2,4-difluorobenzyl)-1,4,5,6-tetrahydrocyclopenta[b]pyrrole-2-carboxylate (0.062 g, 0.213 mmol) and lithium hydroxide (0.045 g, 1.07 mmol), according to General Procedure 7. A 1:1 mixture of methanol (MeOH) and THF (6 mL) was used. The resulting product was purified by column chromatography (Isco CombiFlash) eluting with a gradient of 0-100% EtOAc/heptane to afford the title compound. 41 mg. 1H NMR (400 MHz, METHANOL-d4) δ ppm 2.12 (m, 1H), 2.56 (... Reactants: O=C(O)Cc1ccc(Cl)c(Cl)c1, Cl, Cc1nc2cccc(CN)c2c(=O)n1C1CCC(=O)NC1=O, CN(C)C=O. RXN SMILES: [Cl:1][c:2]1[cH:3][c:4]([CH2:9][C:10](=[O:11])[OH:12])[cH:5][cH:6][c:7]1[Cl:8].[ClH:13].[NH2:14][CH2:15][c:16]1[c:17]2[c:18](=[O:35])[n:19]([CH:27]3[C:28](=[O:34])[NH:29][C:30](=[O:33])[CH2:31][CH2:32]3)[c:20]([CH3:26])[n:21][c:22]2[cH:23][cH:24][cH:25]1.[O:36]=[CH:37][N:38]([CH3:39])[CH3:40]>>[Cl:1][c:2]1[cH:3][c:4]([CH2:9][C:10](=[O:12])[NH:14][CH2:15][c:16]2[c:17]3[c:18](=[O:35])[n:19]([CH:27]4[C:28](=[O:34])[NH:29][C:30](=[O:33])[CH2:31][CH2:32]4)[c:20]([CH3:26])[n:21][c:22]3[cH:23][cH:24][cH:25]2)[cH:5][cH:6][c:7]1[Cl:8]. Product: Cc1nc2cccc(CNC(=O)Cc3ccc(Cl)c(Cl)c3)c2c(=O)n1C1CCC(=O)NC1=O. Starting materials: Cc1ccccc1, Cl, O=Cc1ccc(F)cc1F, COCC(C)(C)N. Product: COCC(C)(C)NCc1ccc(F)cc1F. Reaction SMILES: [CH3:19][c:20]1[cH:21][cH:22][cH:23][cH:24][cH:25]1.[ClH:1].[F:9][c:10]1[c:11]([CH:12]=[O:13])[cH:14][cH:15][c:16]([F:18])[cH:17]1.[NH2:2][C:3]([CH2:4][O:5][CH3:6])([CH3:7])[CH3:8]>>[NH:2]([C:3]([CH2:4][O:5][CH3:6])([CH3:7])[CH3:8])[CH2:12][c:11]1[c:10]([F:9])[cH:17][c:16]([F:18])[cH:15][cH:14]1.